Dataset: the Open Reaction Database (ORD), a public repository of structured organic reaction records. Task: describe an organic reaction: reactants, conditions, products, and yield The reactants are NN1C(NNC(C1=O)C(C)C1CC1)=S (4-amino-6-(1-cyclopropylethyl)-5-oxo-3-thioxo-tetrahydro-1,2,4-(2H,4H)-triazine), [OH-].[Na+] (sodium hydroxide), CI (methyl iodide), CCOCC (ether). The solvent is O (water). Conditions: temperature 10 celsius, time 4 hour. Yields the product NN1C(=NN=C(C1=O)C(C)C1CC1)SC (4-Amino-6-(1-cyclopropylethyl)-3-methylthio-1,2,4-triazin-5(4H)-one). As a reaction SMILES: [NH2:1][N:2]1[C:7](=[O:8])[CH:6]([CH:9]([CH:11]2[CH2:13][CH2:12]2)[CH3:10])[NH:5][NH:4][C:3]1=[S:14].[OH-].[Na+].[CH3:17]COCC.CI>O>[NH2:1][N:2]1[C:7](=[O:8])[C:6]([CH:9]([CH:11]2[CH2:12][CH2:13]2)[CH3:10])=[N:5][N:4]=[C:3]1[S:14][CH3:17] |f:1.2|. Procedure: (according to process A): ##STR19## 789 g (3.72 mols) of 4-amino-6-(1-cyclopropylethyl)-5-oxo-3-thioxo-tetrahydro-1,2,4-(2H,4H)-triazine are dissolved in a solution of 151 g (3.77 mols) of sodium hydroxide in 4 l of water. 3 ml of alkylarylpolyglycol ether are added, the mixture is cooled to 10° C., 542 g (3.82 mols) of methyl iodide are added and the mixture is stirred for 4 hours at room temperature. The mixture is filtered off with suction and the residue is washed with water and also with pe...